This data is from the Open Reaction Database (ORD), a public repository of structured organic reaction records. The task is: describe an organic reaction: reactants, conditions, products, and yield Reactants: NC1=C(C=CC=C1)NS(=O)(=O)C1=CC2=C(S1)C=CC=C2 (benzo[b]thiophene-2-sulfonic acid (2-aminophenyl)-amide), COC1=C(C=C(C=C1)C)S(=O)(=O)Cl (2-methoxy-5-methylbenzenesulfonyl chloride). Run in C(Cl)Cl (DCM), N1=CC=CC=C1 (pyridine), C(Cl)Cl (DCM). Conditions: time 8 hour. The product is COC1=C(C=C(C=C1)C)S(=O)(=O)NC1=C(C=CC=C1)NS(=O)(=O)C1=CC2=C(S1)C=CC=C2 (benzo[b]thiophene-2-sulfonic acid [2-(2-methoxy-5-methylbenzenesulfonylamino)phenyl]-amide). Yield: 79.8%. Reaction SMILES: [NH2:1][C:2]1[CH:7]=[CH:6][CH:5]=[CH:4][C:3]=1[NH:8][S:9]([C:12]1[S:16][C:15]2[CH:17]=[CH:18][CH:19]=[CH:20][C:14]=2[CH:13]=1)(=[O:11])=[O:10].[CH3:21][O:22][C:23]1[CH:28]=[CH:27][C:26]([CH3:29])=[CH:25][C:24]=1[S:30](Cl)(=[O:32])=[O:31]>C(Cl)Cl.N1C=CC=CC=1>[CH3:21][O:22][C:23]1[CH:28]=[CH:27][C:26]([CH3:29])=[CH:25][C:24]=1[S:30]([NH:1][C:2]1[CH:7]=[CH:6][CH:5]=[CH:4][C:3]=1[NH:8][S:9]([C:12]1[S:16][C:15]2[CH:17]=[CH:18][CH:19]=[CH:20][C:14]=2[CH:13]=1)(=[O:11])=[O:10])(=[O:31])=[O:32]. Reported procedure: To a solution of benzo[b]thiophene-2-sulfonic acid (2-aminophenyl)-amide (1 mmol, prepared as in Example 1) in DCM (2 mL) and pyridine (2 mL), 2-methoxy-5-methylbenzenesulfonyl chloride (1.1 mmol) was added at RT and the reaction mixture was then allowed to stir at RT overnight. The reaction mixture was then diluted with DCM (10 mL). The organic phase was washed with 10% aqueous HCl (10 mL), water (10 mL) and brine (10 mL). The organic phase was dried over anhydrous sodium sulfate and concentrat... Starting materials: BrC1=CC=C(C=C1)C(C(=O)OCC)CC(CCl)=O (Ethyl 2-(4-bromophenyl)-5-chloro-4-oxopentanoate), C(CO)O (ethylene glycol), C1(=CC=C(C=C1)S(=O)(=O)O)C (para-toluenesulfonic acid). The solvent is C1(=CC=CC=C1)C (toluene). Yields the product BrC1=CC=C(C=C1)C(C(=O)OCC)CC1(OCCO1)CCl (Ethyl 2-(4-bromophenyl)-3-[2-(chloromethyl)-1,3-dioxolan-2-yl]propanoate). RXN SMILES: [Br:1][C:2]1[CH:7]=[CH:6][C:5]([CH:8]([CH2:14][C:15](=[O:18])[CH2:16][Cl:17])[C:9]([O:11][CH2:12][CH3:13])=[O:10])=[CH:4][CH:3]=1.[CH2:19](O)[CH2:20][OH:21].C1(C)C=CC(S(O)(=O)=O)=CC=1>C1(C)C=CC=CC=1>[Br:1][C:2]1[CH:7]=[CH:6][C:5]([CH:8]([CH2:14][C:15]2([CH2:16][Cl:17])[O:21][CH2:20][CH2:19][O:18]2)[C:9]([O:11][CH2:12][CH3:13])=[O:10])=[CH:4][CH:3]=1. Procedure details: To a solution of ethyl 2-(4-bromophenyl)-5-chloro-4-oxopentanoate (1-2) (35 g, 105 mmol) and ethylene glycol (19.5 g, 315 mmol) in toluene (300 mL) was added para-toluenesulfonic acid (100 mg) and the reaction was heated to reflux with a dean stark trap for 6 hours. The reaction mixture was concentrated was purified by column chromatography eluting with 0-50% EtOAc/Hexane. The appropriate fractions were combined, concentrated, and the resulting solid was recrystallized from EtOAc and hexane to g... The reactants are ClC1=CC=C(C(=O)N)C=C1 (4-Chlorobenzamide), C1(=CC=C(C=C1)S(=O)(=O)O)C (p-toluenesulfonic acid), ClC(C=O)(CCC)Cl (2,2-dichloropentanal), N1N=NC2=C1C=CC=C2 (benzotriazole). Procedure: 4-Chlorobenzamide, 2,2-dichloropentanal, benzotriazole, and p-toluenesulfonic acid were processed as described in Example 53A to provide the desired product. Product: N1(N=NC2=C1C=CC=C2)C(C(CCC)(Cl)Cl)NC(C2=CC=C(C=C2)Cl)=O (N-[1-(1H-1,2,3-benzotriazol-1-yl)-2,2-dichloropentyl]-4-chlorobenzamide). As a reaction SMILES: [Cl:1][C:2]1[CH:10]=[CH:9][C:5]([C:6]([NH2:8])=[O:7])=[CH:4][CH:3]=1.[Cl:11][C:12]([Cl:18])([CH2:15][CH2:16][CH3:17])[CH:13]=O.[NH:19]1[C:23]2[CH:24]=[CH:25][CH:26]=[CH:27][C:22]=2[N:21]=[N:20]1.C1(C)C=CC(S(O)(=O)=O)=CC=1>>[N:19]1([CH:13]([NH:8][C:6](=[O:7])[C:5]2[CH:9]=[CH:10][C:2]([Cl:1])=[CH:3][CH:4]=2)[C:12]([Cl:18])([Cl:11])[CH2:15][CH2:16][CH3:17])[C:23]2[CH:24]=[CH:25][CH:26]=[CH:27][C:22]=2[N:21]=[N:20]1. The reactants are [Al+3], C1CCOC1, O=C(O)C1(c2ccc(Cl)cc2)CCNCC1, Cl, [H-], [H-], [H-], [H-], [Li+]. Product: OCC1(c2ccc(Cl)cc2)CCNCC1. RXN SMILES: [Al+3:19].[CH2:24]1[O:25][CH2:26][CH2:27][CH2:28]1.[Cl:2][c:3]1[cH:4][cH:5][c:6]([C:9]2([C:15](=[O:16])[OH:17])[CH2:10][CH2:11][NH:12][CH2:13][CH2:14]2)[cH:7][cH:8]1.[ClH:1].[H-:18].[H-:21].[H-:22].[H-:23].[Li+:20]>>[Cl:2][c:3]1[cH:4][cH:5][c:6]([C:9]2([CH2:15][OH:16])[CH2:10][CH2:11][NH:12][CH2:13][CH2:14]2)[cH:7][cH:8]1. The product is FC1=CC=C(C=C1)C=1OC2=C(C1C(=O)NC)C=C(C=C2)C2=C(C=CC(=C2)C(NCC(C)C)=O)OCCC2CNCCO2 (2-(4-fluorophenyl)-5-(5-(isobutylcarbamoyl)-2-(2-(morpholin-2-yl)ethoxy)phenyl)-N-methylbenzofuran-3-carboxamide). Reaction conditions: temperature 85 celsius, time 10 minute. RXN SMILES: [F:1][C:2]1[CH:7]=[CH:6][C:5]([C:8]2[O:9][C:10]3[CH:20]=[CH:19][C:18]([C:21]4[CH:26]=[C:25]([C:27](=[O:33])[NH:28][CH2:29][CH:30]([CH3:32])[CH3:31])[CH:24]=[CH:23][C:22]=4[OH:34])=[CH:17][C:11]=3[C:12]=2[C:13]([NH:15][CH3:16])=[O:14])=[CH:4][CH:3]=1.C1CCN2C(=NCCC2)CC1.Br[CH2:47][CH2:48][CH:49]1[O:54][CH2:53][CH2:52][N:51](C(OC(C)(C)C)=O)[CH2:50]1.C(O)(C(F)(F)F)=O>CN(C=O)C>[F:1][C:2]1[CH:3]=[CH:4][C:5]([C:8]2[O:9][C:10]3[CH:20]=[CH:19][C:18]([C:21]4[CH:26]=[C:25]([C:27](=[O:33])[NH:28][CH2:29][CH:30]([CH3:32])[CH3:31])[CH:24]=[CH:23][C:22]=4[O:34][CH2:47][CH2:48][CH:49]4[O:54][CH2:53][CH2:52][NH:51][CH2:50]4)=[CH:17][C:11]=3[C:12]=2[C:13]([NH:15][CH3:16])=[O:14])=[CH:6][CH:7]=1. Procedure details: To a 2 dram vial was added 2-(4-fluorophenyl)-5-(2-hydroxy-5-(isobutylcarbamoyl)phenyl)-N-methylbenzofuran-3-carboxamide (46.0 mg, 0.1 mmol), DMF (2 mL), 4.0 equivalents (60 μL, 0.400 mmol) of DBU, 1,8-Diazabicyclo[5.4.0]undec-7-ene (0.4 mmol) and 4.0 equivalents of tert-butyl 2-(2-bromoethyl)morpholine-4-carboxylate (236 mg, 0.400 mmol). The vial was capped and the reaction mixture heated for eighteen hours at 85° C. The crude product was purified using a Shimadzu preparative HPLC employing ace... The solvent is CN(C)C=O (DMF). Reactants: C(=O)(C(F)(F)F)O (TFA), FC1=CC=C(C=C1)C=1OC2=C(C1C(=O)NC)C=C(C=C2)C2=C(C=CC(=C2)C(NCC(C)C)=O)O (2-(4-fluorophenyl)-5-(2-hydroxy-5-(isobutylcarbamoyl)phenyl)-N-methylbenzofuran-3-carboxamide), C1CCC2=NCCCN2CC1 (DBU), N12CCCCCC2=NCCC1 (1,8-Diazabicyclo[5.4.0]undec-7-ene), BrCCC1CN(CCO1)C(=O)OC(C)(C)C (tert-butyl 2-(2-bromoethyl)morpholine-4-carboxylate). Yield: 34.9%. Starting materials: c1(n(cnc1C)C)Br, c1(ccc2c(c1Cl)C(N(CC2)Cc1c(cc(nc1OCc1ccccc1)C)C)=O)[Sn](C)(C)C. The reagents and catalysts are c1ccc(cc1)-c2c3ccccc3cc4ccccc24 (9-Phenylanthracene), [Pd].P(c1ccccc1)(c1ccccc1)c1ccccc1.P(c1ccccc1)(c1ccccc1)c1ccccc1.P(c1ccccc1)(c1ccccc1)c1ccccc1.P(c1ccccc1)(c1ccccc1)c1ccccc1 (Pd(P(Ph)3)4)). Run in CS(=O)C (DMSO), O (H2O). Conditions: temperature 120 celsius, time 18 hour. The product is Cc1cc(C)c(CN2CCc3ccc(c(Cl)c3C2=O)c4c(C)ncn4C)c(OCc5ccccc5)n1. Reaction SMILES: [CH3:1][c:2]1[n:29][c:20]([O:21][CH2:22][c:23]2[cH:28][cH:27][cH:26][cH:25][cH:24]2)[c:6]([CH2:7][N:8]3[C:18](=[O:19])[c:17]([c:11]4[CH2:10][CH2:9]3)[c:15]([Cl:16])[c:14]([Sn](C)(C)C)[cH:13][cH:12]4)[c:4]([CH3:5])[cH:3]1.[CH3:30][c:31]1[c:36](Br)[n:34]([CH3:35])[cH:33][n:32]1>>[CH3:1][c:2]1[n:29][c:20]([O:21][CH2:22][c:23]2[cH:28][cH:27][cH:26][cH:25][cH:24]2)[c:6]([CH2:7][N:8]3[C:18](=[O:19])[c:17]([c:11]4[CH2:10][CH2:9]3)[c:15]([Cl:16])[c:14]([c:36]5[n:34]([CH3:35])[cH:33][n:32][c:31]5[CH3:30])[cH:13][cH:12]4)[c:4]([CH3:5])[cH:3]1.